The task is: describe an organic reaction: reactants, conditions, products, and yield. This data is from the Open Reaction Database (ORD), a public repository of structured organic reaction records. Starting materials: CCOCC (ether), C(C)C1=CC2=C(N=C3N(C2=O)C=C(C=C3)C(=O)O)S1 (2-Ethyl-4-oxo-4H-pyrido[1,2-a]thieno[2,3-d]pyrimidine-7-carboxylic acid), Cl (hydrogen chloride). Run in CC(C)O (2-propanol), CC(C)O (2-propanol). Conditions: time 10 minute. Yields the product Cl.C(C)C1=CC2=C(N=C3N(C2=O)C=C(C=C3)C(=O)O)S1 (2-ethyl-4-oxo-4H-pyrido[1,2-a]thieno[2,3-d]pyrimidine-7-carboxylic acid, monohydrochloride). Reaction SMILES: [CH2:1]([C:3]1[S:19][C:6]2[N:7]=[C:8]3[CH:15]=[CH:14][C:13]([C:16]([OH:18])=[O:17])=[CH:12][N:9]3[C:10](=[O:11])[C:5]=2[CH:4]=1)[CH3:2].[ClH:20].CCOCC>CC(O)C>[ClH:20].[CH2:1]([C:3]1[S:19][C:6]2[N:7]=[C:8]3[CH:15]=[CH:14][C:13]([C:16]([OH:18])=[O:17])=[CH:12][N:9]3[C:10](=[O:11])[C:5]=2[CH:4]=1)[CH3:2] |f:4.5|. Reported procedure: To a cooled solution of 2-ethyl-4-oxo-4H-pyrido[1,2-a]thieno[2,3-d]pyrimidine-7-carboxylic acid (Example 2), 0.2 g (0.00073 mol), in 50 ml of 2-propanol, is added a slight excess of a solution of dry hydrogen chloride in 2-propanol. After 10 minutes, 500 ml of anhydrous ether is added to the previous solution and the precipitate filtered to give 0.1 g of 2-ethyl-4-oxo-4H-pyrido[1,2-a]thieno[2,3-d]pyrimidine-7-carboxylic acid, monohydrochloride; mp 255°-256° C. after recrystallization from 2-prop... Starting materials: CC(=O)c1ccccc1NC(=O)C1CCN(C(C)=O)CC1, CC(=O)O[BH-](OC(C)=O)OC(C)=O, O=C([O-])O, CC(=O)O, CC(C)O[Ti+](OC(C)C)OC(C)C, [Cl-], Nc1ccccc1Oc1ccc(Cl)cc1, ClCCl, [Na+], [Na+]. The product is CC(=O)N1CCC(C(=O)Nc2ccccc2C(C)Nc2ccccc2Oc2ccc(Cl)cc2)CC1. Reaction SMILES: [C:16]([CH3:17])(=[O:18])[N:19]1[CH2:20][CH2:21][CH:22]([C:25](=[O:26])[NH:27][c:28]2[c:29]([C:34]([CH3:35])=[O:36])[cH:30][cH:31][cH:32][cH:33]2)[CH2:23][CH2:24]1.[C:37]([O:38][BH-:39]([O:40][C:41](=[O:42])[CH3:43])[O:44][C:45](=[O:46])[CH3:47])(=[O:48])[CH3:49].[C:51](=[O:52])([OH:53])[O-:54].[CH3:73][C:74](=[O:75])[OH:76].[CH:60]([O:61][Ti+:62]([O:63][CH:64]([CH3:65])[CH3:66])[O:67][CH:68]([CH3:69])[CH3:70])([CH3:71])[CH3:72].[Cl-:59].[Cl:1][c:2]1[cH:3][cH:4][c:5]([O:6][c:7]2[c:8]([NH2:9])[cH:10][cH:11][cH:12][cH:13]2)[cH:14][cH:15]1.[Cl:56][CH2:57][Cl:58].[Na+:50].[Na+:55]>>[Cl:1][c:2]1[cH:3][cH:4][c:5]([O:6][c:7]2[c:8]([NH:9][CH:34]([c:29]3[c:28]([NH:27][C:25]([CH:22]4[CH2:21][CH2:20][N:19]([C:16]([CH3:17])=[O:18])[CH2:24][CH2:23]4)=[O:26])[cH:33][cH:32][cH:31][cH:30]3)[CH3:35])[cH:10][cH:11][cH:12][cH:13]2)[cH:14][cH:15]1. Starting materials: O (water), ClC1=CC2=C(NC(NS2(C2=CC=CC=C2)=O)=O)C=C1 (7-chloro-1-phenyl-1,2,4-benzothiadiazin-3(4H)-one-1-oxide), P(=O)(Cl)(Cl)Cl (phosphorus oxychloride), mixture, O (water). Run in C(Cl)(Cl)Cl (chloroform). Product: ClC=1NS(C2=C(N1)C=CC(=C2)Cl)(C2=CC=CC=C2)=O (3,7-Dichloro-1-phenyl-1,2,4-benzothiadiazine-1-oxide). Reaction SMILES: [Cl:1][C:2]1[CH:19]=[CH:18][C:5]2[NH:6][C:7](=O)[NH:8][SH:9](=[O:16])([C:10]3[CH:15]=[CH:14][CH:13]=[CH:12][CH:11]=3)[C:4]=2[CH:3]=1.O.P(Cl)(Cl)([Cl:23])=O>C(Cl)(Cl)Cl>[Cl:23][C:7]1[NH:8][SH:9](=[O:16])([C:10]2[CH:15]=[CH:14][CH:13]=[CH:12][CH:11]=2)[C:4]2[CH:3]=[C:2]([Cl:1])[CH:19]=[CH:18][C:5]=2[N:6]=1. Reported procedure: A suspension of 2.92 g (0.01 mole) of 7-chloro-1-phenyl-1,2,4-benzothiadiazin-3(4H)-one-1-oxide in 25 ml of phosphorus oxychloride is treated with 0.5 ml of water and the mixture is heated under reflux for 45 minutes. The solution is then cooled and poured into 100 ml of a mixture of ice and water. The soluble oily material is taken up in chloroform, the chloroform solution dried, filtered, concentrated, and the residual material recrystallized from acetonitrile to give 0.85 g of colorless produ... Starting materials: [H-].[Al+3].[Li+].[H-].[H-].[H-] (lithium aluminum hydride), S(O)(O)(=O)=O (sulfuric acid), NC1=CC=C(C=C1)C(C1(CCCCC1)O)C(=O)N(C)C (1-[(4-aminophenyl)(dimethylaminocarbonyl)methyl]cyclohexanol). Run in O1CCCC1 (tetrahydrofuran), O1CCCC1 (tetrahydrofuran). Run at temperature 0 celsius, time 5 hour. Yields the product NC1=CC=C(C=C1)C(CN(C)C)C1(CCCCC1)O (1-[1-(4-aminophenyl)-2-dimethylaminoethyl]cyclohexanol). Yield: 80.5%. As a reaction SMILES: [NH2:1][C:2]1[CH:7]=[CH:6][C:5]([CH:8]([C:16]([N:18]([CH3:20])[CH3:19])=O)[C:9]2([OH:15])[CH2:14][CH2:13][CH2:12][CH2:11][CH2:10]2)=[CH:4][CH:3]=1.[H-].[Al+3].[Li+].[H-].[H-].[H-].S(=O)(=O)(O)O>O1CCCC1>[NH2:1][C:2]1[CH:3]=[CH:4][C:5]([CH:8]([C:9]2([OH:15])[CH2:14][CH2:13][CH2:12][CH2:11][CH2:10]2)[CH2:16][N:18]([CH3:20])[CH3:19])=[CH:6][CH:7]=1 |f:1.2.3.4.5.6|. Procedure: 5.0 g (0.018 mole) of the above amide was dissolved in 300 ml of dry tetrahydrofuran and added dropwise to a mixture of 1.1 g of lithium aluminum hydride and 8.0 ml of concentrated sulfuric acid in 200 ml of tetrahydrofuran at 0° C. The mixture was stirred at 0° C. for five hours, then the excess reagent was destroyed by the dropwise addition of 4 ml of 50:50 THF-water, then 4 ml of 15% aqueous sodium hydroxide and finally 4 ml of water. The mixture was filtered and the precipitate washed severa... Reactants: CN1CCNCC1 (1-methylpiperazine), N1[C@H](C(=O)O)CCC1 (L-proline), ClC1=CC=C2C(=N1)C(=NN2C)I (5-chloro-3-iodo-1-methyl-1H-pyrazolo[4,3-b]pyridine), ClC=1C=CC=2C(N1)=C(N(N2)C)I (5-chloro-3-iodo-2-methyl-2H-pyrazolo[4,3-b]pyridine). The reagents and catalysts are [Cu]I (CuI). Reaction conditions: temperature 100 celsius. Yields the product ClC1=CC=C2C(=N1)C(=NN2C)N2CCN(CC2)C (5-chloro-1-methyl-3-(4-methylpiperazin-1-yl)-1H-pyrazolo[4,3-b]pyridine). As a reaction SMILES: [Cl:1][C:2]1[N:7]=[C:6]2[C:8](I)=[N:9][N:10]([CH3:11])[C:5]2=[CH:4][CH:3]=1.Cl[C:14]1[CH:15]=CC2[C:18](=[C:20](I)[N:21]([CH3:23])N=2)[N:19]=1.CN1CCNCC1.N1CCC[C@H]1C(O)=O>[Cu]I>[Cl:1][C:2]1[N:7]=[C:6]2[C:8]([N:19]3[CH2:14][CH2:15][N:21]([CH3:23])[CH2:20][CH2:18]3)=[N:9][N:10]([CH3:11])[C:5]2=[CH:4][CH:3]=1. Reported procedure: To a solution of 5-chloro-3-iodo-1-methyl-1H-pyrazolo[4,3-b]pyridine (104 mg, 0.354 mmol, containing the isomer 5-chloro-3-iodo-2-methyl-2H-pyrazolo[4,3-b]pyridine (360 mg, 1.22 mmol) was added 1-methylpiperazine (184 mg, 1.84 mmol), CuI (70 mg, 0.368 mmol), L-proline (84 mg, 0.736 mmol). The reaction mixture was heated at 100° C. for 4 h. The reaction was cooled, washed by sat. NaHCO3, extracted with EtOAc, dried over MgSO4, filtered, concentrated and purified by silica gel column, eluting by 0...